This data is from the Open Reaction Database (ORD), a public repository of structured organic reaction records. The task is: describe an organic reaction: reactants, conditions, products, and yield Starting materials: BrC1CCCC1, [H-], [Na+], COC(=O)c1ccc(O)cc1. Product: COC(=O)c1ccc(OC2CCCC2)cc1. RXN SMILES: [CH:12]1([Br:17])[CH2:13][CH2:14][CH2:15][CH2:16]1.[H-:18].[Na+:19].[OH:1][c:2]1[cH:3][cH:4][c:5]([C:6](=[O:7])[O:8][CH3:9])[cH:10][cH:11]1>>[O:1]([c:2]1[cH:3][cH:4][c:5]([C:6](=[O:7])[O:8][CH3:9])[cH:10][cH:11]1)[CH:12]1[CH2:13][CH2:14][CH2:15][CH2:16]1. Starting materials: ClC=1C=CC(=C(CO)C1)SC=1SC=CC1 (5-chloro-2-(2-thienylthio)-benzyl alcohol). Reagents/catalysts: [O-2].[Mn+4].[O-2] (manganese (IV)-oxide). The solvent is C1(=CC=CC=C1)C (toluene). Yields the product ClC=1C=CC(=C(C=O)C1)SC=1SC=CC1 (5-chloro-2-(2-thienylthio)-benzaldehyde). Reaction SMILES: [Cl:1][C:2]1[CH:3]=[CH:4][C:5]([S:10][C:11]2[S:12][CH:13]=[CH:14][CH:15]=2)=[C:6]([CH:9]=1)[CH2:7][OH:8]>C1(C)C=CC=CC=1.[O-2].[Mn+4].[O-2]>[Cl:1][C:2]1[CH:3]=[CH:4][C:5]([S:10][C:11]2[S:12][CH:13]=[CH:14][CH:15]=2)=[C:6]([CH:9]=1)[CH:7]=[O:8] |f:2.3.4|. Procedure: To a solution of 51.4 g (0.2 mole) of 5-chloro-2-(2-thienylthio)-benzyl alcohol in 400 ml of toluene is added 173.9 g (2.0 mole) of manganese (IV)-oxide, and stirring is maintained at 20°-25° for 25 hours. The precipitate is then filtered off with suction, and the filtrate is concentrated in vacuo to yield 5-chloro-2-(2-thienylthio)-benzaldehyde as yellow oil. Starting materials: C(C)(C)(C)OC(CCSCC(COC(NCCCCCCCCCCCCCCCCCC)=O)OC(CCCCCCCCCCCCCCC)=O)=O (7-octadecylcarbamoyloxy-6-palmitoyloxy-4-thiaheptanoic acid t-butyl ester), Example 8, ClCCl (dichloromethane). The solvent is FC(C(=O)O)(F)F (trifiuoroacetic acid). Run at time 1 hour. Yields the product C(CCCCCCCCCCCCCCCCC)NC(=O)OCC(CSCCC(=O)O)OC(CCCCCCCCCCCCCCC)=O (7-octadecylcarbamoyloxy-6-palmitoyloxy-4-thiaheptanoic acid). Yield: 99.0%. Reaction SMILES: C([O:5][C:6](=[O:53])[CH2:7][CH2:8][S:9][CH2:10][CH:11]([O:35][C:36](=[O:52])[CH2:37][CH2:38][CH2:39][CH2:40][CH2:41][CH2:42][CH2:43][CH2:44][CH2:45][CH2:46][CH2:47][CH2:48][CH2:49][CH2:50][CH3:51])[CH2:12][O:13][C:14](=[O:34])[NH:15][CH2:16][CH2:17][CH2:18][CH2:19][CH2:20][CH2:21][CH2:22][CH2:23][CH2:24][CH2:25][CH2:26][CH2:27][CH2:28][CH2:29][CH2:30][CH2:31][CH2:32][CH3:33])(C)(C)C.ClCCl>FC(F)(F)C(O)=O>[CH2:16]([NH:15][C:14]([O:13][CH2:12][CH:11]([O:35][C:36](=[O:52])[CH2:37][CH2:38][CH2:39][CH2:40][CH2:41][CH2:42][CH2:43][CH2:44][CH2:45][CH2:46][CH2:47][CH2:48][CH2:49][CH2:50][CH3:51])[CH2:10][S:9][CH2:8][CH2:7][C:6]([OH:53])=[O:5])=[O:34])[CH2:17][CH2:18][CH2:19][CH2:20][CH2:21][CH2:22][CH2:23][CH2:24][CH2:25][CH2:26][CH2:27][CH2:28][CH2:29][CH2:30][CH2:31][CH2:32][CH3:33]. Procedure: A solution of 7-octadecylcarbamoyloxy-6-palmitoyloxy-4-thiaheptanoic acid t-butyl ester as obtained in Reference Example 8 (3.425 g) in trifiuoroacetic acid (5 ml)-dichloromethane (3 ml) was stirred at room temperature for 1 hour, followed by solvent concentration under reduced pressure, to yield the title compound (3.14 g, yield 99%) as a colorless solid. Starting materials: CCc1cc(-c2ccc(C(=O)O)cn2)c(C)[nH]c1=O, C1CCNC1. Yields the product CCc1cc(-c2ccc(C(=O)N3CCCC3)cn2)c(C)[nH]c1=O. As a reaction SMILES: [CH2:1]([CH3:2])[c:3]1[cH:4][c:5](-[c:11]2[n:12][cH:13][c:14]([C:17](=[O:18])[OH:19])[cH:15][cH:16]2)[c:6]([CH3:10])[nH:7][c:8]1=[O:9].[CH2:20]1[CH2:21][CH2:22][NH:23][CH2:24]1>>[CH2:1]([CH3:2])[c:3]1[cH:4][c:5](-[c:11]2[n:12][cH:13][c:14]([C:17](=[O:19])[N:23]3[CH2:22][CH2:21][CH2:20][CH2:24]3)[cH:15][cH:16]2)[c:6]([CH3:10])[nH:7][c:8]1=[O:9]. The reactants are CCC(=O)C(C)Br, O=C([O-])[O-], CN(C)C=O, Oc1ccc(F)cc1, [K+], [K+], O. Product: CCC(=O)C(C)Oc1ccc(F)cc1. As a reaction SMILES: [Br:15][CH:16]([CH3:17])[C:18]([CH2:19][CH3:20])=[O:21].[C:9](=[O:10])([O-:11])[O-:12].[CH3:22][N:23]([CH3:24])[CH:25]=[O:26].[F:1][c:2]1[cH:3][cH:4][c:5]([OH:8])[cH:6][cH:7]1.[K+:13].[K+:14].[OH2:27]>>[F:1][c:2]1[cH:3][cH:4][c:5]([O:8][CH:16]([CH3:17])[C:18]([CH2:19][CH3:20])=[O:21])[cH:6][cH:7]1. Reactants: C[C@@H]1CC[C@H](CC1)C(C(=O)N)=CC1=CC(=C(C=C1)OCCN1C=NC2=C1C=CC=C2)OC (trans-4-methylcyclohexyl-4-[2-[1-benzimidazolyl)ethoxy]-3-methoxycinnamamide). The reagents and catalysts are [C].[Pd] (palladium-carbon). Run in CO (methanol). Product: C[C@@H]1CC[C@H](CC1)NC(CCC1=CC(=C(C=C1)OCCN1C=NC=C1)OC)=O (N-(trans-4-methylcyclohexyl)-3-{4-[2-(1-imidazolyl)ethoxy}-3-methoxyphenyl}propionamide). As a reaction SMILES: C[C@H]1CC[C@H]([C:8](=[CH:12][C:13]2[CH:18]=[CH:17][C:16]([O:19][CH2:20][CH2:21][N:22]3[C:26]4C=CC=C[C:25]=4[N:24]=[CH:23]3)=[C:15]([O:31][CH3:32])[CH:14]=2)[C:9]([NH2:11])=[O:10])CC1>[C].[Pd].CO>[CH3:12][C@H:13]1[CH2:18][CH2:17][C@H:16]([NH:11][C:9](=[O:10])[CH2:8][CH2:12][C:13]2[CH:18]=[CH:17][C:16]([O:19][CH2:20][CH2:21][N:22]3[CH:26]=[CH:25][N:24]=[CH:23]3)=[C:15]([O:31][CH3:32])[CH:14]=2)[CH2:15][CH2:14]1 |f:1.2|. Reported procedure: Using 0.2 g of N-(trans-4-methylcyclohexyl-4-[2-[1-benzimidazolyl)ethoxy]-3-methoxycinnamamide Example 166), 0.01 g of 10% palladium-carbon, and 35 ml of methanol, a reaction similar to that conducted in Example 147 was carried out. As a result, 0.11 g of N-(trans-4-methylcyclohexyl)-3-{4-[2-(1-imidazolyl)ethoxy}-3-methoxyphenyl}propionamide (a compound of the present invention) was obtained as white crystal, which had the following physiochemical properties: The reactants are CS(=O)(=O)OCC1Cn2c(=O)cnc3ccc(=O)n1c32, CC#N, CC(C)(C)OC(=O)NC1CCNCC1, c1ccncc1. Product: CC(C)(C)OC(=O)NC1CCN(CC2Cn3c(=O)cnc4ccc(=O)n2c43)CC1. Reaction SMILES: [CH3:1][S:2]([O:3][CH2:6][CH:7]1[CH2:8][n:9]2[c:10](=[O:20])[cH:11][n:12][c:13]3[cH:14][cH:15][c:16](=[O:19])[n:17]1[c:18]23)(=[O:4])=[O:5].[CH3:41][C:42]#[N:43].[NH:27]1[CH2:28][CH2:29][CH:30]([NH:33][C:34]([O:35][C:36]([CH3:37])([CH3:38])[CH3:39])=[O:40])[CH2:31][CH2:32]1.[cH:21]1[cH:22][cH:23][n:24][cH:25][cH:26]1>>[CH2:6]([CH:7]1[CH2:8][n:9]2[c:10](=[O:20])[cH:11][n:12][c:13]3[cH:14][cH:15][c:16](=[O:19])[n:17]1[c:18]23)[N:27]1[CH2:28][CH2:29][CH:30]([NH:33][C:34]([O:35][C:36]([CH3:37])([CH3:38])[CH3:39])=[O:40])[CH2:31][CH2:32]1.